From a dataset of the Open Reaction Database (ORD), a public repository of structured organic reaction records. describe an organic reaction: reactants, conditions, products, and yield Reactants: BrCC(=O)OCC (ethyl bromoacetate), OC=1C=C(C=CC1)S (3-hydroxythiophenol), yellow oil. Yields the product OC=1C=C(C=CC1)SCC(=O)OCC (Ethyl [(3-hydroxyphenyl) sulfanyl]acetate). Isolated yield 41.0%. RXN SMILES: Br[CH2:2][C:3]([O:5][CH2:6][CH3:7])=[O:4].[OH:8][C:9]1[CH:10]=[C:11]([SH:15])[CH:12]=[CH:13][CH:14]=1>>[OH:8][C:9]1[CH:10]=[C:11]([S:15][CH2:2][C:3]([O:5][CH2:6][CH3:7])=[O:4])[CH:12]=[CH:13][CH:14]=1. Procedure details: Ethyl [(3-hydroxyphenyl) sulfanyl]acetate was prepared according to the general method as outlined in example 1 (step 1), starting from ethyl bromoacetate (7.95 g, 47.6 mmol) and 3-hydroxythiophenol (7.95 g, 47.6 mmol); 4.21 g yellow oil. Yield 41%; MS: 211.2 (M−H)− Conditions: time 18 hour. Reaction SMILES: C([O:8][C:9]1[CH:14]=[CH:13][C:12]([C@@H:15]([OH:31])[CH2:16][NH:17][C@H:18]([CH3:30])[CH2:19][C:20]2[CH:21]=[C:22]([CH:27]=[CH:28][CH:29]=2)[C:23]([O:25][CH3:26])=[O:24])=[CH:11][C:10]=1[CH2:32][OH:33])C1C=CC=CC=1>[Pd].C(O)C>[NH3:17].[OH:31][C@H:15]([C:12]1[CH:13]=[CH:14][C:9]([OH:8])=[C:10]([CH2:32][OH:33])[CH:11]=1)[CH2:16][NH:17][C@H:18]([CH3:30])[CH2:19][C:20]1[CH:21]=[C:22]([CH:27]=[CH:28][CH:29]=1)[C:23]([O:25][CH3:26])=[O:24]. Procedure details: A suspension of methyl 3-[(2R)-2-({(2R)-2-[4-(benzyloxy)-3-(hydroxymethyl)phenyl]-2-hydroxyethyl}amino)propyl]benzoate (Preparation 61) (6.83 g, 15.2 mmol) and 10% palladium on carbon (683 mg) in ethanol (100 ml) was stirred under an atmosphere of hydrogen (60 psi) at room temperature for 18 hours. The catalyst was filtered off through arbocel and the filtrate concentrated in vacuo. The residue was purified by flash column chromatography on silica gel eluting with dichloromethane:methanol:880 am... Yield: 187.4%. Run in C(C)O (ethanol). Reagents/catalysts: [Pd] (palladium on carbon). The product is N (ammonia), O[C@@H](CN[C@@H](CC=1C=C(C(=O)OC)C=CC1)C)C1=CC(=C(C=C1)O)CO (methyl 3-[(2R)-2-({(2R)-2-hydroxy-2-[4-hydroxy-3-(hydroxymethyl)phenyl]ethyl}amino)propyl]benzoate). Reactants: C(C1=CC=CC=C1)OC1=C(C=C(C=C1)[C@H](CN[C@@H](CC=1C=C(C(=O)OC)C=CC1)C)O)CO (methyl 3-[(2R)-2-({(2R)-2-[4-(benzyloxy)-3-(hydroxymethyl)phenyl]-2-hydroxyethyl}amino)propyl]benzoate). RXN SMILES: [CH2:34]([Cl:35])[Cl:36].[Cl:23][c:24]1[cH:25][cH:26][cH:27][c:28]([C:29]([O:30][OH:32])=[O:31])[cH:33]1.[c:1]1([CH:7]2[CH2:8][C:9]3([O:10][CH2:11][CH2:12][O:13]3)[CH2:14][CH:15]([c:17]3[cH:18][cH:19][cH:20][cH:21][cH:22]3)[S:16]2)[cH:2][cH:3][cH:4][cH:5][cH:6]1>>[c:1]1([CH:7]2[CH2:8][C:9]3([O:10][CH2:11][CH2:12][O:13]3)[CH2:14][CH:15]([c:17]3[cH:18][cH:19][cH:20][cH:21][cH:22]3)[S:16]2=[O:31])[cH:2][cH:3][cH:4][cH:5][cH:6]1. Reactants: ClCCl, O=C(OO)c1cccc(Cl)c1, c1ccc(C2CC3(CC(c4ccccc4)S2)OCCO3)cc1. Product: O=S1C(c2ccccc2)CC2(CC1c1ccccc1)OCCO2.